Dataset: the Open Reaction Database (ORD), a public repository of structured organic reaction records. Task: describe an organic reaction: reactants, conditions, products, and yield The reactants are O=C1C=2N(C3=C(N1)C=1C=CC(=CC1C3)CC(=O)OCC)C=CN2 (ethyl [4,5-dihydro-4-oxo-10H-imidazo[1,2-a]indeno[1,2-e]pyrazin-8-yl]acetate), C(C1=CC=CC=C1)N (benzylamine). Solvent: ClCCl (dichloromethane). Conditions: temperature 140 celsius. Yields the product C(C1=CC=CC=C1)NC(CC1=CC=2CC3=C(NC(C=4N3C=CN4)=O)C2C=C1)=O (N-benzyl-2-(4,5-dihydro-4-oxo-10H-imidazo[1,2-a]indeno[1,2-e]pyrazin-8-yl)acetamide). Reaction SMILES: [O:1]=[C:2]1[NH:7][C:6]2[C:8]3[CH:9]=[CH:10][C:11]([CH2:15][C:16]([O:18]CC)=O)=[CH:12][C:13]=3[CH2:14][C:5]=2[N:4]2[CH:21]=[CH:22][N:23]=[C:3]12.[CH2:24]([NH2:31])[C:25]1[CH:30]=[CH:29][CH:28]=[CH:27][CH:26]=1>ClCCl>[CH2:24]([NH:31][C:16](=[O:18])[CH2:15][C:11]1[CH:10]=[CH:9][C:8]2[C:6]3[NH:7][C:2](=[O:1])[C:3]4[N:4]([CH:21]=[CH:22][N:23]=4)[C:5]=3[CH2:14][C:13]=2[CH:12]=1)[C:25]1[CH:30]=[CH:29][CH:28]=[CH:27][CH:26]=1. Reported procedure: A mixture of 0.618 g of ethyl [4,5-dihydro-4-oxo-10H-imidazo[1,2-a]indeno[1,2-e]pyrazin-8-yl]acetate and 10 ml of benzylamine is heated at 140° C. for 17 hours under a nitrogen atmosphere. After returning to room temperature, 50 ml of dichloromethane are added to the reaction mixture. The solid formed is filtered, washed with dichloromethane and then recrystallized from 25 ml of dimethylformamide. After drying under reduced pressure (1 mbar) at 60° C., 0.65 g of N-benzyl-2-(4,5-dihydro-4-oxo-10H... Procedure: Pivalic acid (71 mg, 0.692 mmol), 1H-benzo[d][1,2,3]triazol-1-ol (117 mg, 0.865 mmol), and 1-(3-Dimethylaminopropyl)-3-ethyl carbodiimide HCl (166 mg, 10.8 mmol) were placed into a 20 mL microwave flask and diluted with anhydrous CAN (12 mL) then a solution of (S)-4-amino-5-(piperidin-3-ylmethoxy)-1H-benzo[c][1,2,6]thiadiazine 2,2-dioxide hydrochloride (Example 2a, 200 mg, 0.577 mmol) and TEA (320 uL, 2.30 mmol) in DMF (2 mL) was added. The mixture was heated with stirring in the microwave at 13... RXN SMILES: [C:1]([OH:7])(=O)[C:2]([CH3:5])([CH3:4])[CH3:3].N1(O)C2C=CC=CC=2N=N1.Cl.CN(C)CCCN=C=NCC.Cl.[NH2:31][C:32]1[C:33]2[C:43]([O:44][CH2:45][C@H:46]3[CH2:51][CH2:50][CH2:49][NH:48][CH2:47]3)=[CH:42][CH:41]=[CH:40][C:34]=2[NH:35][S:36](=[O:39])(=[O:38])[N:37]=1>O=[N+]([O-])[O-].[O-][N+](=O)[O-].[O-][N+](=O)[O-].[O-][N+](=O)[O-].[O-][N+](=O)[O-].[O-][N+](=O)[O-].[Ce+4].[NH4+].[NH4+].CN(C=O)C>[NH2:31][C:32]1[C:33]2[C:43]([O:44][CH2:45][C@H:46]3[CH2:51][CH2:50][CH2:49][N:48]([C:1](=[O:7])[C:2]([CH3:5])([CH3:4])[CH3:3])[CH2:47]3)=[CH:42][CH:41]=[CH:40][C:34]=2[NH:35][S:36](=[O:38])(=[O:39])[N:37]=1 |f:2.3,4.5,6.7.8.9.10.11.12.13.14|. Yield: 48.3%. Solvent: O=[N+]([O-])[O-].[O-][N+]([O-])=O.[O-][N+]([O-])=O.[O-][N+]([O-])=O.[O-][N+]([O-])=O.[O-][N+]([O-])=O.[Ce+4].[NH4+].[NH4+] (CAN), CN(C)C=O (DMF). Yields the product NC=1C2=C(NS(N1)(=O)=O)C=CC=C2OC[C@@H]2CN(CCC2)C(C(C)(C)C)=O ((S)-1-(3-(((4-amino-2,2-dioxido-1H-benzo[c][1,2,6]thiadiazin-5-yl)oxy)methyl)piperidin-1-yl)-2,2-dimethylpropan-1-one). Run at temperature 130 celsius, time 1 hour. Reactants: C(C(C)(C)C)(=O)O (Pivalic acid), N1(N=NC2=C1C=CC=C2)O (1H-benzo[d][1,2,3]triazol-1-ol), Cl.CN(CCCN=C=NCC)C (1-(3-Dimethylaminopropyl)-3-ethyl carbodiimide HCl), Cl.NC=1C2=C(NS(N1)(=O)=O)C=CC=C2OC[C@@H]2CNCCC2 ((S)-4-amino-5-(piperidin-3-ylmethoxy)-1H-benzo[c][1,2,6]thiadiazine 2,2-dioxide hydrochloride), TEA. Reactants: O1C=NC2=C1C=1C(CCC1C=C2)=CC#N ((6,7-dihydro-8H-indeno[5,4-d][1,3]oxazol-8-ylidene)acetonitrile), N.C(C)O (ammonia ethanol). Reagents/catalysts: [Co] (cobalt). The solvent is C(C)O (ethanol). Conditions: time 5 hour. Product: O1C=NC2=C1C=1C(CCC1C=C2)=CCN (2-(6,7-Dihydro-8H-indeno[5,4-d][1,3]oxazol-8-ylidene) ethanamine). The yield is 28.1%. RXN SMILES: [O:1]1[C:5]2[C:6]3[C:7](=[CH:13][C:14]#[N:15])[CH2:8][CH2:9][C:10]=3[CH:11]=[CH:12][C:4]=2[N:3]=[CH:2]1.N.C(O)C>C(O)C.[Co]>[O:1]1[C:5]2[C:6]3[C:7](=[CH:13][CH2:14][NH2:15])[CH2:8][CH2:9][C:10]=3[CH:11]=[CH:12][C:4]=2[N:3]=[CH:2]1 |f:1.2|. Reported procedure: To a solution of (6,7-dihydro-8H-indeno[5,4-d][1,3]oxazol-8-ylidene)acetonitrile (210 mg, 1.07 mmol) in ethanol (8 mL) were added Raney cobalt (2 g) and 2N ammonia/ethanol solution (4 mL), and the mixture was stirred at room temperature for 5 hr under a hydrogen atmosphere. The catalyst was filtered off using celite, and the filtrate was concentrated under reduced pressure. The residue was purified by silica gel column chromatography (NH, ethyl acetate/hexane=50/50→100/0) to give the title compo... Reaction SMILES: [C:1]([O:5][C:6]([NH:8][CH:9]([C:20]1([OH:26])[CH2:25][CH2:24][O:23][CH2:22][CH2:21]1)[C:10]([O:12]CC1C=CC=CC=1)=[O:11])=[O:7])([CH3:4])([CH3:3])[CH3:2].[H][H]>[Pd].C(O)C>[C:1]([O:5][C:6]([NH:8][CH:9]([C:20]1([OH:26])[CH2:25][CH2:24][O:23][CH2:22][CH2:21]1)[C:10]([OH:12])=[O:11])=[O:7])([CH3:4])([CH3:2])[CH3:3]. Reactants: C(C)(C)(C)OC(=O)NC(C(=O)OCC1=CC=CC=C1)C1(CCOCC1)O (N-(t-Butoxycarbonyl)-α-(4-hydroxy-2,3,5,6-tetrahydro-4-pyranyl)glycine, benzyl ester), [H][H] (hydrogen). Run in C(C)O (ethanol). Yield: 87.8%. Yields the product C(C)(C)(C)OC(=O)NC(C(=O)O)C1(CCOCC1)O (N-(t-Butoxycarbonyl)-α-(4-hydroxy-2,3,5,6-tetrahydro-4-pvranyl)glycine). Reported procedure: N-(t-Butoxycarbonyl)-α-(4-hydroxy-2,3,5,6-tetrahydro-4-pyranyl)glycine, benzyl ester (10.34 g, 28.3 mmoles) and 10% palladium on charcoal (2.0 g) in 200 ml of absolute ethanol was treated with hydrogen at 1 atmosphere for 2 hours. The catalyst was filtered and the solvent removed in vacuo finally by co-evaporation with benzene. A small amount of ethyl acetate induced crystallization. The slurry was triturated with isopropyl ether, filtered and washed with isopropyl ether and hexane and dried in ... Reagents/catalysts: [Pd] (palladium on charcoal).